From a dataset of the Open Reaction Database (ORD), a public repository of structured organic reaction records. describe an organic reaction: reactants, conditions, products, and yield Reactants: Cc1cc(N2CCN(C3CC(C(=O)N4CCSC4)N(C(=O)OC(C)(C)C)C3)CC2)n(-c2ccccc2)n1, ClCCl, O=C(O)C(F)(F)F. The product is Cc1cc(N2CCN(C3CNC(C(=O)N4CCSC4)C3)CC2)n(-c2ccccc2)n1. As a reaction SMILES: [CH3:1][C:2]([CH3:3])([O:4][C:5](=[O:6])[N:7]1[CH:8]([C:30](=[O:31])[N:32]2[CH2:33][S:34][CH2:35][CH2:36]2)[CH2:9][CH:10]([N:12]2[CH2:13][CH2:14][N:15]([c:18]3[cH:19][c:20]([CH3:29])[n:21][n:22]3-[c:23]3[cH:24][cH:25][cH:26][cH:27][cH:28]3)[CH2:16][CH2:17]2)[CH2:11]1)[CH3:37].[Cl:45][CH2:46][Cl:47].[OH:38][C:39]([C:40]([F:41])([F:42])[F:43])=[O:44]>>[NH:7]1[CH:8]([C:30](=[O:31])[N:32]2[CH2:33][S:34][CH2:35][CH2:36]2)[CH2:9][CH:10]([N:12]2[CH2:13][CH2:14][N:15]([c:18]3[cH:19][c:20]([CH3:29])[n:21][n:22]3-[c:23]3[cH:24][cH:25][cH:26][cH:27][cH:28]3)[CH2:16][CH2:17]2)[CH2:11]1. The product is Clc1cccc(Nc2ncnc3[nH]nc(N=Cc4ccccc4-c4nnn[nH]4)c23)c1. The reactants are CC(=O)O, CO, Nc1n[nH]c2ncnc(Nc3cccc(Cl)c3)c12, O=Cc1ccccc1-c1nnn[nH]1. Reaction SMILES: [CH3:19][C:20](=[O:21])[OH:22].[CH3:36][OH:37].[NH2:1][c:2]1[n:3][nH:4][c:5]2[n:6][cH:7][n:8][c:9]([NH:11][c:12]3[cH:13][c:14]([Cl:18])[cH:15][cH:16][cH:17]3)[c:10]12.[nH:23]1[n:24][n:25][n:26][c:27]1-[c:28]1[c:29]([CH:30]=[O:31])[cH:32][cH:33][cH:34][cH:35]1>>[N:1]([c:2]1[n:3][nH:4][c:5]2[n:6][cH:7][n:8][c:9]([NH:11][c:12]3[cH:13][c:14]([Cl:18])[cH:15][cH:16][cH:17]3)[c:10]12)=[CH:30][c:29]1[c:28](-[c:27]2[nH:23][n:24][n:25][n:26]2)[cH:35][cH:34][cH:33][cH:32]1. Starting materials: C(C)OCC(C(C(COC=1C=C2C=CC(=CC2=CC1)O)(F)F)(F)F)(F)F (6-(5-ethoxy-2,2,3,3,4,4-hexafluoropentoxy)-2-hydroxynapthalene), C(CCCCCCCCC)OC1=C(C(=O)O)C=CC=C1 (decyloxybenzoic acid). Yields the product C(CCCCCCCCC)OC1=C(C(=O)O)C=CC=C1.C(C)OCC(C(C(COC=1C=C2C=CC(=CC2=CC1)O)(F)F)(F)F)(F)F (6-(5-Ethoxy-2,2,3,3,4,4-hexafluoropentoxy)-2-hydroxynapthalene decyloxybenzoate). As a reaction SMILES: [CH2:1]([O:3][CH2:4][C:5]([F:26])([F:25])[C:6]([F:24])([F:23])[C:7]([F:22])([F:21])[CH2:8][O:9][C:10]1[CH:11]=[C:12]2[C:17](=[CH:18][CH:19]=1)[CH:16]=[C:15]([OH:20])[CH:14]=[CH:13]2)[CH3:2].[CH2:27]([O:37][C:38]1[CH:46]=[CH:45][CH:44]=[CH:43][C:39]=1[C:40]([OH:42])=[O:41])[CH2:28][CH2:29][CH2:30][CH2:31][CH2:32][CH2:33][CH2:34][CH2:35][CH3:36]>>[CH2:27]([O:37][C:38]1[CH:46]=[CH:45][CH:44]=[CH:43][C:39]=1[C:40]([OH:42])=[O:41])[CH2:28][CH2:29][CH2:30][CH2:31][CH2:32][CH2:33][CH2:34][CH2:35][CH3:36].[CH2:1]([O:3][CH2:4][C:5]([F:25])([F:26])[C:6]([F:23])([F:24])[C:7]([F:21])([F:22])[CH2:8][O:9][C:10]1[CH:11]=[C:12]2[C:17](=[CH:18][CH:19]=1)[CH:16]=[C:15]([OH:20])[CH:14]=[CH:13]2)[CH3:2] |f:2.3|. Reported procedure: 6-(5-Ethoxy-2,2,3,3,4,4-hexafluoropentoxy)-2-hydroxynapthalene decyloxybenzoate (Compound 9, Table 1) was prepared by esterification of 6-(5-ethoxy-2,2,3,3,4,4-hexafluoropentoxy)-2-hydroxynapthalene (prepared essentially as in Example 7) with decyloxybenzoic acid. Starting materials: C1(CCCCC1)N1CN(C(C12CCNCC2)=O)CC2=C(C(=O)OC(C)(C)C)C=CC=C2 (tert-Butyl 2-((1-cyclohexyl-4-oxo-1,3,8-triazaspiro[4.5]decan-3-yl)methyl)benzoate), ICCCC(=O)C1=CC=CC=C1 (4-iodobutyrophenone), C([O-])([O-])=O.[K+].[K+] (potassium carbonate). The solvent is CN(C=O)C (N,N-dimethylformamide), C(C)(=O)OCC (ethyl acetate). Yields the product C1(CCCCC1)N1CN(C(C12CCN(CC2)CCCC(C2=CC=CC=C2)=O)=O)CC2=C(C(=O)OC(C)(C)C)C=CC=C2 (tert-Butyl 2-((1-cyclohexyl-4-oxo-8-(4-oxo-4-phenylbutyl)-1,3,8-triazaspiro[4.5]decan-3-yl)methyl)benzoate). Yield: 65.5%. Reaction SMILES: [CH:1]1([N:7]2[C:11]3([CH2:16][CH2:15][NH:14][CH2:13][CH2:12]3)[C:10](=[O:17])[N:9]([CH2:18][C:19]3[CH:31]=[CH:30][CH:29]=[CH:28][C:20]=3[C:21]([O:23][C:24]([CH3:27])([CH3:26])[CH3:25])=[O:22])[CH2:8]2)[CH2:6][CH2:5][CH2:4][CH2:3][CH2:2]1.I[CH2:33][CH2:34][CH2:35][C:36]([C:38]1[CH:43]=[CH:42][CH:41]=[CH:40][CH:39]=1)=[O:37].C(=O)([O-])[O-].[K+].[K+]>CN(C)C=O.C(OCC)(=O)C>[CH:1]1([N:7]2[C:11]3([CH2:16][CH2:15][N:14]([CH2:33][CH2:34][CH2:35][C:36](=[O:37])[C:38]4[CH:43]=[CH:42][CH:41]=[CH:40][CH:39]=4)[CH2:13][CH2:12]3)[C:10](=[O:17])[N:9]([CH2:18][C:19]3[CH:31]=[CH:30][CH:29]=[CH:28][C:20]=3[C:21]([O:23][C:24]([CH3:26])([CH3:27])[CH3:25])=[O:22])[CH2:8]2)[CH2:2][CH2:3][CH2:4][CH2:5][CH2:6]1 |f:2.3.4|. Procedure: tert-Butyl 2-((1-cyclohexyl-4-oxo-1,3,8-triazaspiro[4.5]decan-3-yl)methyl)benzoate (0.30 g, 0.585 mmol), 4-iodobutyrophenone (0.17 g, 0.585 mmol), and potassium carbonate (0.12 g, 0.878 mmol) in N,N-dimethylformamide (8 mL) were stirred at 65° C. for 2 hours. The reaction was diluted with ethyl acetate, washed with water and brine, dried (MgSO4), and evaporated. The residue was purified by PTLC (5% methanol/dichloromethane) to give product as an oil (0.22 g, 65%); MS for C35H47N3O4 m/z 574 (M+H)... Starting materials: CC(C)C(=O)Nc1cccc(C2CCNCC2)c1, CC(=O)c1csc(-c2ccccc2)n1. The product is CC(C)C(=O)Nc1cccc(C2CCN(C(C)c3csc(-c4ccccc4)n3)CC2)c1. Reaction SMILES: [CH3:15][CH:16]([C:17](=[O:18])[NH:19][c:20]1[cH:21][c:22]([CH:26]2[CH2:27][CH2:28][NH:29][CH2:30][CH2:31]2)[cH:23][cH:24][cH:25]1)[CH3:32].[c:1]1(-[c:7]2[s:8][cH:9][c:10]([C:12]([CH3:13])=[O:14])[n:11]2)[cH:2][cH:3][cH:4][cH:5][cH:6]1>>[c:1]1(-[c:7]2[s:8][cH:9][c:10]([CH:12]([CH3:13])[N:29]3[CH2:28][CH2:27][CH:26]([c:22]4[cH:21][c:20]([NH:19][C:17]([CH:16]([CH3:15])[CH3:32])=[O:18])[cH:25][cH:24][cH:23]4)[CH2:31][CH2:30]3)[n:11]2)[cH:2][cH:3][cH:4][cH:5][cH:6]1. The reactants are COC(=O)C1=NNC(=N1)Cl (5-chloro-1H-[1,2,4]-triazole-3-carboxylic acid methyl ester), [H-].[Na+] (NaH), C[Si](C)(C)CCOCCl (SEMCl). Solvent: CN(C)C=O (DMF), CN(C)C=O (DMF). Conditions: time 30 minute. The product is COC(=O)C1=NN(C(=N1)Cl)COCC[Si](C)(C)C (5-Chloro-1-(2-trimethylsilanyl-ethoxymethyl)-1H-[1,2,4]-triazole-3-carboxylic acid methyl ester). Isolated yield 57.6%. RXN SMILES: [H-].[Na+].[CH3:3][O:4][C:5]([C:7]1[N:11]=[C:10]([Cl:12])[NH:9][N:8]=1)=[O:6].[CH3:13][Si:14]([CH2:17][CH2:18][O:19][CH2:20]Cl)([CH3:16])[CH3:15]>CN(C=O)C>[CH3:3][O:4][C:5]([C:7]1[N:11]=[C:10]([Cl:12])[N:9]([CH2:20][O:19][CH2:18][CH2:17][Si:14]([CH3:16])([CH3:15])[CH3:13])[N:8]=1)=[O:6] |f:0.1|. Reported procedure: To a suspension of NaH (60% dispersion, 53.9 mg, 1.34 mmol) in DMF (5 mL) at 0° C., a solution of 5-chloro-1H-[1,2,4]-triazole-3-carboxylic acid methyl ester (Bull. Pharm. Sci., 20(1): 47-61, (1997), 218 mg, 1.35 mmol) in DMF (10 mL) was added dropwise. The resulting suspension was stirred at the same temperature for 30 min and then treated with SEMCl (0.24 mL, 1.4 mmol). The resulting solution was stirred at RT for 30 min and poured onto ice. The mixture was extracted with ether (3×20 mL) and t...